Dataset: the Open Reaction Database (ORD), a public repository of structured organic reaction records. Task: describe an organic reaction: reactants, conditions, products, and yield The product is Cl.FC1=CC(=C(C=C1)N1CCN(CC1)CCCN1C(NC(=CC1=O)C)=O)OC (3-{3-[4-(4-fluoro-2-methoxyphenyl)piperazin-1-yl]propyl}-6-methyl-2,4(1H,3H)-pyrimidinedione hydrochloride). Reactants: FC1=CC(=C(C=C1)N1CCNCC1)OC (1-(4-fluoro-2-methoxyphenyl)piperazine), ClCCCN1C(NC(=CC1=O)C)=O (3-(3-chloropropyl)-6-methyl-2,4(1H,3H)-pyrimidinedione). Reaction SMILES: [F:1][C:2]1[CH:7]=[CH:6][C:5]([N:8]2[CH2:13][CH2:12][NH:11][CH2:10][CH2:9]2)=[C:4]([O:14][CH3:15])[CH:3]=1.[Cl:16][CH2:17][CH2:18][CH2:19][N:20]1[C:25](=[O:26])[CH:24]=[C:23]([CH3:27])[NH:22][C:21]1=[O:28]>>[ClH:16].[F:1][C:2]1[CH:7]=[CH:6][C:5]([N:8]2[CH2:9][CH2:10][N:11]([CH2:17][CH2:18][CH2:19][N:20]3[C:25](=[O:26])[CH:24]=[C:23]([CH3:27])[NH:22][C:21]3=[O:28])[CH2:12][CH2:13]2)=[C:4]([O:14][CH3:15])[CH:3]=1 |f:2.3|. Reported procedure: substituting 1-(4-fluoro-2-methoxyphenyl)piperazine and 3-(3-chloropropyl)-6-methyl-2,4(1H,3H)-pyrimidinedione gave 3-{3-[4-(4-fluoro-2-methoxyphenyl)piperazin-1-yl]propyl}-6-methyl-2,4(1H,3H)-pyrimidinedione hydrochloride, m.p. 235-237° C.; Anal.: Calcd. for C19H25FN4O3.(HCl)2 : C, 49.20; H, 6.21; N, 12.08%; Found: C, 49.02; H, 6.22; N, 12.01%;